From a dataset of the Open Reaction Database (ORD), a public repository of structured organic reaction records. describe an organic reaction: reactants, conditions, products, and yield Procedure: 5-Aminosulfonyl-2-oxindole was condensed with indole-3-carboxaldehyde to give the title compound. RXN SMILES: [NH2:1][S:2]([C:5]1[CH:6]=[C:7]2[C:11](=[CH:12][CH:13]=1)[NH:10][C:9](=[O:14])[CH2:8]2)(=[O:4])=[O:3].[NH:15]1[C:23]2[C:18](=[CH:19][CH:20]=[CH:21][CH:22]=2)[C:17]([CH:24]=O)=[CH:16]1>>[NH:15]1[C:23]2[C:18](=[CH:19][CH:20]=[CH:21][CH:22]=2)[C:17]([CH:24]=[C:8]2[C:7]3[C:11](=[CH:12][CH:13]=[C:5]([S:2]([NH2:1])(=[O:4])=[O:3])[CH:6]=3)[NH:10][C:9]2=[O:14])=[CH:16]1. Reactants: NS(=O)(=O)C=1C=C2CC(NC2=CC1)=O (5-Aminosulfonyl-2-oxindole), N1C=C(C2=CC=CC=C12)C=O (indole-3-carboxaldehyde). Yields the product N1C=C(C2=CC=CC=C12)C=C1C(NC2=CC=C(C=C12)S(=O)(=O)N)=O (3-(1H-Indol-3-ylmethylene)-2-oxo-2,3-dihydro-1H-indole-5-sulfonic acid amide). The reactants are O=C([O-])[O-], CN(C)C=O, N#CCCl, [K+], [K+], c1ccc(C(OC2CCNCC2)c2ccccc2)cc1. Yields the product N#CCN1CCC(OC(c2ccccc2)c2ccccc2)CC1. Reaction SMILES: [C:21](=[O:22])([O-:23])[O-:24].[CH3:31][N:32]([CH3:33])[CH:34]=[O:35].[Cl:27][CH2:28][C:29]#[N:30].[K+:25].[K+:26].[c:1]1([CH:7]([O:8][CH:9]2[CH2:10][CH2:11][NH:12][CH2:13][CH2:14]2)[c:15]2[cH:16][cH:17][cH:18][cH:19][cH:20]2)[cH:2][cH:3][cH:4][cH:5][cH:6]1>>[c:1]1([CH:7]([O:8][CH:9]2[CH2:10][CH2:11][N:12]([CH2:28][C:29]#[N:30])[CH2:13][CH2:14]2)[c:15]2[cH:16][cH:17][cH:18][cH:19][cH:20]2)[cH:2][cH:3][cH:4][cH:5][cH:6]1.